This data is from the Open Reaction Database (ORD), a public repository of structured organic reaction records. The task is: describe an organic reaction: reactants, conditions, products, and yield Reactants: CC1(OC[C@@H](O1)CCO)C (2-[(4S)-2,2-dimethyl-1,3-dioxolan-4-yl]ethanol), N1=CC=CC=C1 (pyridine), C1(=CC=C(C=C1)S(=O)(=O)Cl)C (p-toluenesulfonyl chloride). Run in ClCCl (dichloromethane). Reaction conditions: time 8 hour. The product is C1(=CC=C(C=C1)S(=O)(=O)OCC[C@@H]1OC(OC1)(C)C)C (2-((4S)-2,2-dimethyl-1,3-dioxolan-4-yl)ethyl p-toluenesulfonate). The yield is 67699.5%. RXN SMILES: [CH3:1][C:2]1([CH3:10])[O:6][C@@H:5]([CH2:7][CH2:8][OH:9])[CH2:4][O:3]1.N1C=CC=CC=1.[C:17]1([CH3:27])[CH:22]=[CH:21][C:20]([S:23](Cl)(=[O:25])=[O:24])=[CH:19][CH:18]=1>ClCCl>[C:17]1([CH3:27])[CH:22]=[CH:21][C:20]([S:23]([O:9][CH2:8][CH2:7][C@H:5]2[CH2:4][O:3][C:2]([CH3:10])([CH3:1])[O:6]2)(=[O:25])=[O:24])=[CH:19][CH:18]=1. Reported procedure: To a stirred mixture of 2-[(4S)-2,2-dimethyl-1,3-dioxolan-4-yl]ethanol (50.89 g, 0.348 mol) and pyridine (113 ml, 1.39 mol) in dichloromethane (500 ml) was added gradually p-toluenesulfonyl chloride (79.65 g, 0.418 mmol) at ice-bath temperature. After removal of ice-bath, the reaction mixture was stirred at ambient temperature overnight. The mixture was poured into ice-cooled 1N-HCl (400 ml) and the mixture was extracted with dichloromethane. The organic layer was washed with saturated NaHCO3 so... Starting materials: CCCC[N+](CCCC)(CCCC)CCCC.[F-] (TBAF), ClC=1C=C(C(=O)O)C=CC1OC(C)C (3-chloro-4-[(1-methylethyl)oxy]benzoic acid), C=1C=CC2=C(C1)N=NN2O (HOBt), FC=1C=C2C(=CNC2=CC1/C(=N/[H])/NO)CCC(=O)OCC (Ethyl 3-{5-fluoro-6-[(Z)-(hydroxyamino)(imino)methyl]-1H-indol-3-yl}propanoate). Run in O1CCCC1 (tetrahydrofuran), C(CCl)Cl (EDC), C(C)(=O)OCC (ethyl acetate). Yields the product ClC=1C=C(C=CC1OC(C)C)C1=NC(=NO1)C1=C(C=C2C(=CNC2=C1)CCC(=O)OCC)F (Ethyl 3-[6-(5-{3-chloro-4-[(1-methylethyl)oxy]phenyl}-1,2,4-oxadiazol-3-yl)-5-fluoro-1H-indol-3-yl]propanoate). Isolated yield 69.1%. RXN SMILES: [Cl:1][C:2]1[CH:3]=[C:4]([CH:8]=[CH:9][C:10]=1[O:11][CH:12]([CH3:14])[CH3:13])[C:5]([OH:7])=O.C1C=CC2N(O)N=NC=2C=1.[F:25][C:26]1[CH:27]=[C:28]2[C:32](=[CH:33][C:34]=1/[C:35](/[NH:38]O)=[N:36]/[H])[NH:31][CH:30]=[C:29]2[CH2:40][CH2:41][C:42]([O:44][CH2:45][CH3:46])=[O:43].CCCC[N+](CCCC)(CCCC)CCCC.[F-]>O1CCCC1.C(OCC)(=O)C.C(Cl)CCl>[Cl:1][C:2]1[CH:3]=[C:4]([C:5]2[O:7][N:36]=[C:35]([C:34]3[CH:33]=[C:32]4[C:28]([C:29]([CH2:40][CH2:41][C:42]([O:44][CH2:45][CH3:46])=[O:43])=[CH:30][NH:31]4)=[CH:27][C:26]=3[F:25])[N:38]=2)[CH:8]=[CH:9][C:10]=1[O:11][CH:12]([CH3:14])[CH3:13] |f:3.4|. Procedure: To a solution of 3-chloro-4-[(1-methylethyl)oxy]benzoic acid (132 mg) in tetrahydrofuran (THF) (12 mL) was added EDC (235 mg) and HOBt (188 mg) and the mixture was stirred at RT for half an hour. Ethyl 3-{5-fluoro-6-[(Z)-(hydroxyamino)(imino)methyl]-1H-indol-3-yl}propanoate (D155) (180 mg) was then added and the resulting mixture was stirred for another 1 hour. Finally, TBAF (642 mg) was added to the solution and the reaction vessel was sealed and heated in Biotage Initiator using initial high a... The reactants are Cl (HCl), cuprous iodide, BrC1=CC=C(C(=O)C2=CC=C(C=C2)F)C=C1 (4-bromo-4'-fluorobenzophenone), BrC1=CC=C(C(=O)C2=CC=C(C=C2)F)C=C1 (4-bromo-4'-fluorobenzophenone), C1(=CC=CC=C1)C#C (phenylacetylene), C1(=CC=CC=C1)P(C1=CC=CC=C1)C1=CC=CC=C1 (triphenylphosphine), cuprous iodide. Reagents/catalysts: [Pd](Cl)Cl.C1(=CC=CC=C1)P(C1=CC=CC=C1)C1=CC=CC=C1.C1(=CC=CC=C1)P(C1=CC=CC=C1)C1=CC=CC=C1 (bis(triphenylphosphine) palladium dichloride). Run in O (water), C(C)N(CC)CC (triethylamine). Reaction conditions: temperature 23 celsius, time 16 hour. The product is FC1=CC=C(C(=O)C2=CC=C(C=C2)C#CC2=CC=CC=C2)C=C1 (4-Fluoro-4'-phenylethynylbenzophenone), desired product. Yield: 75.0%. As a reaction SMILES: Br[C:2]1[CH:16]=[CH:15][C:5]([C:6]([C:8]2[CH:13]=[CH:12][C:11]([F:14])=[CH:10][CH:9]=2)=[O:7])=[CH:4][CH:3]=1.[C:17]1([C:23]#[CH:24])[CH:22]=[CH:21][CH:20]=[CH:19][CH:18]=1.C1(P(C2C=CC=CC=2)C2C=CC=CC=2)C=CC=CC=1.Cl>[Pd](Cl)Cl.C1(P(C2C=CC=CC=2)C2C=CC=CC=2)C=CC=CC=1.C1(P(C2C=CC=CC=2)C2C=CC=CC=2)C=CC=CC=1.O.C(N(CC)CC)C>[F:14][C:11]1[CH:12]=[CH:13][C:8]([C:6]([C:5]2[CH:15]=[CH:16][C:2]([C:24]#[C:23][C:17]3[CH:22]=[CH:21][CH:20]=[CH:19][CH:18]=3)=[CH:3][CH:4]=2)=[O:7])=[CH:9][CH:10]=1 |f:4.5.6|. Procedure: 4-Fluoro-4'-phenylethynylbenzophenone was synthesized by the cuprous iodide catalyzed coupling of 4-bromo-4'-fluorobenzophenone. More specifically, 4-bromo-4'-fluorobenzophenone (30 grams, 0.11 mol), phenylacetylene (11 grams, 0.11 mol), triphenylphosphine (0.2 gram), cuprous iodide (0.1 gram), bis(triphenylphosphine) palladium dichloride (0.1 gram) and 450 milliliters of triethylamine were charged to a 500 milliliter flask equipped with a mechanical stirrer, N2 inlet, and reflux condenser. The ...